Task: describe an organic reaction: reactants, conditions, products, and yield. Dataset: the Open Reaction Database (ORD), a public repository of structured organic reaction records Starting materials: C1(CC1)CN1CCC(CC1)C(=O)N1C[C@@H]([C@H](C1)NC)C1=CC(=C(C=C1)Cl)Cl (rac-(1-cyclopropylmethyl-piperidin-4-yl)-[(3S,4R)-3-(3,4-dichloro-phenyl)-4-methylamino-pyrrolidin-1-yl]-methanone), ClC(=O)OCCCC (butyl chloroformate). The product is C(CCC)OC(N(C)[C@H]1CN(C[C@@H]1C1=CC(=C(C=C1)Cl)Cl)C(=O)C1CCN(CC1)CC1CC1)=O (rac-[(3R,4S)-1-(1-cyclopropylmethyl-piperidine-4-carbonyl)-4-(3,4-dichloro-phenyl)-pyrrolidin-3-yl]-methyl-carbamic acid butyl ester). Reaction SMILES: [CH:1]1([CH2:4][N:5]2[CH2:10][CH2:9][CH:8]([C:11]([N:13]3[CH2:17][C@H:16]([NH:18][CH3:19])[C@@H:15]([C:20]4[CH:25]=[CH:24][C:23]([Cl:26])=[C:22]([Cl:27])[CH:21]=4)[CH2:14]3)=[O:12])[CH2:7][CH2:6]2)[CH2:3][CH2:2]1.Cl[C:29]([O:31][CH2:32][CH2:33][CH2:34][CH3:35])=[O:30]>>[CH2:32]([O:31][C:29](=[O:30])[N:18]([C@@H:16]1[C@@H:15]([C:20]2[CH:25]=[CH:24][C:23]([Cl:26])=[C:22]([Cl:27])[CH:21]=2)[CH2:14][N:13]([C:11]([CH:8]2[CH2:9][CH2:10][N:5]([CH2:4][CH:1]3[CH2:3][CH2:2]3)[CH2:6][CH2:7]2)=[O:12])[CH2:17]1)[CH3:19])[CH2:33][CH2:34][CH3:35]. Procedure details: In analogy to the procedure described for the synthesis of example 2 (step b), the title compound rac-[(3R,4S)-1-(1-cyclopropylmethyl-piperidine-4-carbonyl)-4-(3,4-dichloro-phenyl)-pyrrolidin-3-yl]-methyl-carbamic acid butyl ester was prepared from rac-(1-cyclopropylmethyl-piperidin-4-yl)-[(3S,4R)-3-(3,4-dichloro-phenyl)-4-methylamino-pyrrolidin-1-yl]-methanone instead of rac-{4-[(3S,4R)-3-(3,4-dichloro-phenyl)-4-methylamino-pyrrolidine-1-carbonyl]-piperidin-1-yl}-(1-methyl-cyclopropyl)-methanon... Starting materials: CN(C)C=O (DMF), ClC1=CC(=CC(=C1)OC)Cl (1,3-dichloro-5-methoxybenzene), [Li]C(C)CC (sec-BuLi), solution. Run in C1CCOC1 (THF), CCCCCC (hexane). Run at temperature -78 celsius, time 30 minute. Yields the product ClC1=C(C=O)C(=CC(=C1)Cl)OC (2,4-dichloro-6-methoxybenzaldehyde). RXN SMILES: [Cl:1][C:2]1[CH:7]=[C:6]([O:8][CH3:9])[CH:5]=[C:4]([Cl:10])[CH:3]=1.[Li]C(CC)C.CN([CH:19]=[O:20])C>C1COCC1.CCCCCC>[Cl:1][C:2]1[CH:3]=[C:4]([Cl:10])[CH:5]=[C:6]([O:8][CH3:9])[C:7]=1[CH:19]=[O:20]. Procedure details: To a solution of 1,3-dichloro-5-methoxybenzene (1.0 g, 5.65 mmol) in THF (15 mL), cooled to −78° C., under N2 protection, was added dropwise sec-BuLi (4.18 ml of a 1.4 M solution in hexane, 5.82 mmol). After 30 minutes, anhydrous DMF (0.65 ml, 8.48 mmol) was added slowly to the solution and the mixture was stirred for at −78° C. 1.5 h. The reaction mixture was quenched with water and the aqueous layer was extracted with EtOAc. The organic layer was washed with water, brine, dried with MgSO4 and ... Starting materials: OC1=NC=CC=C1O (2,3-Dihydroxypyridine), C(=O)=O (CO2), C(C)OC(CBr)=O (ethylbromoacetate). Run at temperature 140 celsius. Product: C(C)OC(=O)CN1C(C(=CC=C1)O)=O (1-ethoxycarbonylmethyl-3-hydroxypyrid-2-one). As a reaction SMILES: [OH:1][C:2]1[C:7]([OH:8])=[CH:6][CH:5]=[CH:4][N:3]=1.C(=O)=O.[CH2:12]([O:14][C:15](=[O:18])[CH2:16]Br)[CH3:13]>>[CH2:12]([O:14][C:15]([CH2:16][N:3]1[CH:4]=[CH:5][CH:6]=[C:7]([OH:8])[C:2]1=[O:1])=[O:18])[CH3:13]. Procedure: 2,3-Dihydroxypyridine (5 g) is suspended in ethylbromoacetate (20 ml) and the mixture heated in a sealed tube for 24 hours at 140° C. The tube is then cooled in solid CO2 and opened. The contents are subjected to rotary evaporation at 50° C. to yield a yellow solid. Recrystallisation of this solid from water yields 1-ethoxycarbonylmethyl-3-hydroxypyrid-2-one as white crystals (5.4 g), m.p. 141°-151° C.; νmax (nujol) 1645, 1720 cm-1 ; δ(d6DMSO), 1.0 (t, 3H), 4.0 (q, 2H), 4.55 (s, 2H), 5.95 (t, 1H... Reactants: S(=O)(Cl)Cl (thionyl chloride), CN(C)C=O (DMF), C(=O)(OCC1C2=CC=CC=C2C2=CC=CC=C12)N(CC(=O)O)CC(C)C (FMOC-N-isobutylglycine). Run in ClCl (Cl2). Reaction conditions: time 5 hour. Product: N([C@@H](CC(C)C)C(=O)O)C(=O)OCC1C2=CC=CC=C2C2=CC=CC=C12 (FMOC-Leu). Reaction SMILES: [C:1]([N:18](CC(C)C)[CH2:19][C:20]([OH:22])=[O:21])([O:3][CH2:4][CH:5]1[C:17]2[C:12](=[CH:13][CH:14]=[CH:15][CH:16]=2)[C:11]2[C:6]1=[CH:7][CH:8]=[CH:9][CH:10]=2)=[O:2].S(Cl)(Cl)=O.CN(C=O)C>ClCl>[NH:18]([C:1]([O:3][CH2:4][CH:5]1[C:6]2[C:11](=[CH:10][CH:9]=[CH:8][CH:7]=2)[C:12]2[C:17]1=[CH:16][CH:15]=[CH:14][CH:13]=2)=[O:2])[C@H:19]([C:20]([OH:22])=[O:21])[CH2:4][CH:5]([CH3:17])[CH3:6]. Reported procedure: FMOC-Leu*-Cl was prepared by dissolving FMOC-N-isobutylglycine (150 mg, 0.42 mmol) in CH2 Cl2 (2.8 mL), and adding thionyl chloride (309 μL, 4.2 mmol) and 3 μL DMF (0.04 mmol). The reaction mixture was stirred for 5 hours and concentrated in vacuo, repeatedly dissolving in CH2 Cl2 (3××) to provide FMOC-Leu*-Cl as a colorless oil (146 mg, 92%): IR (cm−1) -1804, 1720, 1715. FMOC-Phe*-Cl was similarly prepared. Reactants: ClC1=C(C=C(OCC2=CC=C(C(=O)O)C=C2)C=C1)C(F)(F)F (4-{[4-chloro-3-(trifluoromethyl)phenoxy]methyl}benzoic acid), CCN=C=NCCCN(C)C (EDCI), OS(=O)(=O)[O-].[K+] (KHSO4), CN(S(=O)(=O)N)C (N,N-dimethylsulfamide). Run in ClCCl (dichloromethane). Reaction conditions: time 3 hour. The product is ClC1=C(C=C(OCC2=CC=C(C(=O)NS(=O)(=O)N(C)C)C=C2)C=C1)C(F)(F)F (4-{[4-chloro-3-(trifluoromethyl)phenoxy]methyl}-N-[(dimethylamino)sulfonyl]benzamide). Isolated yield 90.6%. Reaction SMILES: [Cl:1][C:2]1[CH:18]=[CH:17][C:5]([O:6][CH2:7][C:8]2[CH:16]=[CH:15][C:11]([C:12](O)=[O:13])=[CH:10][CH:9]=2)=[CH:4][C:3]=1[C:19]([F:22])([F:21])[F:20].CCN=C=NCCCN(C)C.[CH3:34][N:35]([CH3:40])[S:36]([NH2:39])(=[O:38])=[O:37].OS([O-])(=O)=O.[K+]>ClCCl>[Cl:1][C:2]1[CH:18]=[CH:17][C:5]([O:6][CH2:7][C:8]2[CH:16]=[CH:15][C:11]([C:12]([NH:39][S:36]([N:35]([CH3:40])[CH3:34])(=[O:38])=[O:37])=[O:13])=[CH:10][CH:9]=2)=[CH:4][C:3]=1[C:19]([F:22])([F:21])[F:20] |f:3.4|. Procedure: To a solution of 4-{[4-chloro-3-(trifluoromethyl)phenoxy]methyl}benzoic acid (Preparation 16, 237 mg, 0.72 mmol) in dichloromethane (8 mL) was added EDCI (344 mg, 1.79 mmol) followed by addition of N,N-dimethylsulfamide (222 mg, 1.79 Calculation isn't correct mmol). The reaction was left to stir at room temperature for 3 hours. A solution of KHSO4 (10 mL) was added and the mixture separated using a phase separation cartridge. The organics were dried in vacuo to yield a white solid as the title c... Starting materials: CC(C)C1=CC(=C(C(=C1)C(C)C)C2=C(C=CC=C2)P(C3CCCCC3)C4CCCCC4)C(C)C (X-phos), BrC1=CC(=NC=C1)NC1=CC=C(C=N1)C(=O)N1CCOCC1 ([6-(4-Bromo-pyridin-2-ylamino)-pyridin-3-yl]-morpholin-4-yl-methanone), C(C)(C)(C)C=1C=C2C=NN(C(C2=C(C1)F)=O)C1=C(COC(C)=O)C(=CC=C1)B1OC(C(O1)(C)C)(C)C (acetic acid 2-(6-tert-butyl-8-fluoro-1-oxo-1H-phthalazin-2-yl)-6-(4,4,5,5-tetramethyl[1,3,2]dioxaborolan-2-yl)-benzyl ester), C(=O)([O-])[O-].[K+].[K+] (K2CO3). The reagents and catalysts are C=1C=CC(=CC1)/C=C/C(=O)/C=C/C2=CC=CC=C2.C=1C=CC(=CC1)/C=C/C(=O)/C=C/C2=CC=CC=C2.C=1C=CC(=CC1)/C=C/C(=O)/C=C/C2=CC=CC=C2.[Pd].[Pd] (Pd2(dba)3). Run in O1CCOCC1.O (dioxane H2O). The product is C(C)(C)(C)C=1C=C2C=NN(C(C2=C(C1)F)=O)C1=C(COC(C)=O)C(=CC=C1)C1=CC(=NC=C1)NC1=NC=C(C=C1)C(=O)N1CCOCC1 (acetic acid 2-(6-tert-butyl-8-fluoro-1-oxo-1H-phthalazin-2-yl)-6-{2-[5-(morpholine-4-carbonyl)-pyridin-2-ylamino]-pyridin-4-yl}-benzyl ester), solid. The yield is 56.0%. As a reaction SMILES: Br[C:2]1[CH:7]=[CH:6][N:5]=[C:4]([NH:8][C:9]2[N:14]=[CH:13][C:12]([C:15]([N:17]3[CH2:22][CH2:21][O:20][CH2:19][CH2:18]3)=[O:16])=[CH:11][CH:10]=2)[CH:3]=1.[C:23]([C:27]1[CH:28]=[C:29]2[C:34](=[C:35]([F:37])[CH:36]=1)[C:33](=[O:38])[N:32]([C:39]1[CH:49]=[CH:48][CH:47]=[C:46](B3OC(C)(C)C(C)(C)O3)[C:40]=1[CH2:41][O:42][C:43](=[O:45])[CH3:44])[N:31]=[CH:30]2)([CH3:26])([CH3:25])[CH3:24].C([O-])([O-])=O.[K+].[K+].CC(C1C=C(C(C)C)C(C2C=CC=CC=2P(C2CCCCC2)C2CCCCC2)=C(C(C)C)C=1)C>O1CCOCC1.O.C1C=CC(/C=C/C(/C=C/C2C=CC=CC=2)=O)=CC=1.C1C=CC(/C=C/C(/C=C/C2C=CC=CC=2)=O)=CC=1.C1C=CC(/C=C/C(/C=C/C2C=CC=CC=2)=O)=CC=1.[Pd].[Pd]>[C:23]([C:27]1[CH:28]=[C:29]2[C:34](=[C:35]([F:37])[CH:36]=1)[C:33](=[O:38])[N:32]([C:39]1[CH:49]=[CH:48][CH:47]=[C:46]([C:2]3[CH:7]=[CH:6][N:5]=[C:4]([NH:8][C:9]4[CH:10]=[CH:11][C:12]([C:15]([N:17]5[CH2:22][CH2:21][O:20][CH2:19][CH2:18]5)=[O:16])=[CH:13][N:14]=4)[CH:3]=3)[C:40]=1[CH2:41][O:42][C:43](=[O:45])[CH3:44])[N:31]=[CH:30]2)([CH3:24])([CH3:25])[CH3:26] |f:2.3.4,6.7,8.9.10.11.12|. Procedure details: [6-(4-Bromo-pyridin-2-ylamino)-pyridin-3-yl]-morpholin-4-yl-methanone (200 mg, 0.55 mmol), acetic acid 2-(6-tert-butyl-8-fluoro-1-oxo-1H-phthalazin-2-yl)-6-(4,4,5,5-tetramethyl[1,3,2]dioxaborolan-2-yl)-benzyl ester (410 mg, 0.83 mmol) and K2CO3(152 mg, 1.10 mmol) were dissolved in dioxane/H2O (10:1, 11 ml). Under N2 atmosphere, Pd2(dba)3 (50 mg, 0.055 mmol) and X-phos (105 mg, 0.22 mmol) was added and the mixture was stirred at reflux temperature overnight. After the completion of the reaction, ...